From a dataset of the Open Reaction Database (ORD), a public repository of structured organic reaction records. describe an organic reaction: reactants, conditions, products, and yield Reactants: C(C)(=O)OCC.CCCCCC (ethyl acetate hexane), CC(=O)C.OS(=O)(=O)O.O=[Cr](=O)=O (Jones reagent), C\C(=C/COCC(CCCO)OC(NCCCCCCCC\C=C/CCCCCCCC)=O)\CCC=C(C)C ((Z)-9-octadecenylcarbamic acid (E)-1-[[(3,7-dimethyl-2,6-octadienyl)oxy]methyl]-4-hydroxybutyl ester), O (water). Run in CC(=O)C (acetone). Run at time 3 hour. The product is C\C(=C/COCC(CCC(=O)O)OC(=O)NCCCCCCCC\C=C/CCCCCCCC)\CCC=C(C)C (5-[((E)-3,7-dimethyl-2,6-octadienyl)oxy]-4-[[((Z)-9-octadecenylamino) carbonyl]oxy]pentanoic acid). Isolated yield 30.0%. Reaction SMILES: CC(C)=[O:3].OS(O)(=O)=O.O=[Cr](=O)=O.[CH3:14]/[C:15](/[CH2:47][CH2:48][CH:49]=[C:50]([CH3:52])[CH3:51])=[CH:16]\[CH2:17][O:18][CH2:19][CH:20]([O:25][C:26](=[O:46])[NH:27][CH2:28][CH2:29][CH2:30][CH2:31][CH2:32][CH2:33][CH2:34][CH2:35]/[CH:36]=[CH:37]\[CH2:38][CH2:39][CH2:40][CH2:41][CH2:42][CH2:43][CH2:44][CH3:45])[CH2:21][CH2:22][CH2:23][OH:24].O.C(OCC)(=O)C.CCCCCC>CC(C)=O>[CH3:14]/[C:15](/[CH2:47][CH2:48][CH:49]=[C:50]([CH3:51])[CH3:52])=[CH:16]\[CH2:17][O:18][CH2:19][CH:20]([O:25][C:26]([NH:27][CH2:28][CH2:29][CH2:30][CH2:31][CH2:32][CH2:33][CH2:34][CH2:35]/[CH:36]=[CH:37]\[CH2:38][CH2:39][CH2:40][CH2:41][CH2:42][CH2:43][CH2:44][CH3:45])=[O:46])[CH2:21][CH2:22][C:23]([OH:3])=[O:24] |f:0.1.2,5.6|. Procedure: To a stirring suspension of 140 mg (4.6 mmol) of 80% NaH in 5 mL of tetrahydrofuran is added 1.07 g (4.6 mmol) of (Z)-5-[[(1,1-dimethylethyl)dimethylsilyl]oxy]-1-pentene-1,2-diol at 0° C. and the reaction mixture is stirred for 1 hour. Next, 1.0 g (4.6 mmol) of geranyl bromide is added and the reaction is stirred overnight at room temperature. The reaction mixture is poured into water and extracted with three 50 mL portions of ethyl acetate. The combined organic layers are dried over MgSO4 and c...